From a dataset of the Open Reaction Database (ORD), a public repository of structured organic reaction records. describe an organic reaction: reactants, conditions, products, and yield Reactants: CC(C)([O-])C.[K+] (Potassium t-butoxide), C1(=CC=CC=C1)CN1S(NC(C1=O)CCC)(=O)=O (2-phenylmethyl-4-propyl-1,2,5-thiadiazolidin-3-one 1,1-dioxide), C(C)I (ethyl iodide). The solvent is C1CCOC1 (THF). Conditions: time 1 hour. The product is C1(=CC=CC=C1)CN1S(N(C(C1=O)CCC)CC)(=O)=O (2-phenylmethyl-4-propyl-5-ethyl-1,2,5-thiadiazolidin-3-one 1,1-dioxide). Yield: 1139.8%. As a reaction SMILES: [CH3:1][C:2](C)([O-])C.[K+].[C:7]1([CH2:13][N:14]2[C:18](=[O:19])[CH:17]([CH2:20][CH2:21][CH3:22])[NH:16][S:15]2(=[O:24])=[O:23])[CH:12]=[CH:11][CH:10]=[CH:9][CH:8]=1.C(I)C>C1COCC1>[C:7]1([CH2:13][N:14]2[C:18](=[O:19])[CH:17]([CH2:20][CH2:21][CH3:22])[N:16]([CH2:1][CH3:2])[S:15]2(=[O:23])=[O:24])[CH:8]=[CH:9][CH:10]=[CH:11][CH:12]=1 |f:0.1|. Procedure: Potassium t-butoxide (2.3 g, 2.05 mmol) was added to a solution of 2-phenylmethyl-4-propyl-1,2,5-thiadiazolidin-3-one 1,1-dioxide (5 g, 1.56 mmol) in 100 ml of THF at 0° C. and the mixture was stirred at this temperature for 1 hour. To the mixture was added ethyl iodide (11.64 g, 7.46 mmol) at 0° C. and the resulting mixture was allowed to stir at room temperature for 40 hours. The resulting mixture was quenched with brine, extracted with ethyl acetate (150 ml) and the organic layer was washed w... Reactants: CCO, O=[N+]([O-])c1ccc(N2CC(F)(F)C2)nc1, [H][H]. The product is Nc1ccc(N2CC(F)(F)C2)nc1. Reaction SMILES: [CH3:18][CH2:19][OH:20].[F:1][C:2]1([F:15])[CH2:3][N:4]([c:6]2[n:7][cH:8][c:9]([N+:12]([O-:13])=[O:14])[cH:10][cH:11]2)[CH2:5]1.[H:16][H:17]>>[F:1][C:2]1([F:15])[CH2:3][N:4]([c:6]2[n:7][cH:8][c:9]([NH2:12])[cH:10][cH:11]2)[CH2:5]1. Reactants: CCO, O=[N+]([O-])CC1(O)CCC2(CC1)OCCO2, [OH-], [OH-], [Pd+2]. The product is NCC1(O)CCC2(CC1)OCCO2. As a reaction SMILES: [CH3:16][CH2:17][OH:18].[N+:1]([O-:2])(=[O:3])[CH2:4][C:5]1([OH:15])[CH2:6][CH2:7][C:8]2([O:9][CH2:10][CH2:11][O:12]2)[CH2:13][CH2:14]1.[OH-:19].[OH-:21].[Pd+2:20]>>[NH2:1][CH2:4][C:5]1([OH:15])[CH2:6][CH2:7][C:8]2([O:9][CH2:10][CH2:11][O:12]2)[CH2:13][CH2:14]1. The reactants are Cc1nc2cc(C3CC=CCCCC(C)C(O)C(C)C(=O)C(C)(C)C(O)CC(=O)O3)ccc2n1C, [K+], [K+], O=C([O-])[O-], O. Yields the product Cc1nc2cc(C3CC4OC4CCCC(C)C(O)C(C)C(=O)C(C)(C)C(O)CC(=O)O3)ccc2n1C. Reaction SMILES: [CH3:1][n:2]1[c:3]([CH3:35])[n:4][c:5]2[c:6]1[cH:7][cH:8][c:9]([CH:11]1[CH2:12][CH:13]=[CH:14][CH2:15][CH2:16][CH2:17][CH:18]([CH3:34])[CH:19]([OH:33])[CH:20]([CH3:32])[C:21](=[O:31])[C:22]([CH3:29])([CH3:30])[CH:23]([OH:28])[CH2:24][C:25](=[O:27])[O:26]1)[cH:10]2.[K+:36].[K+:37].[O-:38][C:39]([O-:40])=[O:41].[OH2:42]>>[CH3:1][n:2]1[c:3]([CH3:35])[n:4][c:5]2[c:6]1[cH:7][cH:8][c:9]([CH:11]1[CH2:12][CH:13]3[CH:14]([CH2:15][CH2:16][CH2:17][CH:18]([CH3:34])[CH:19]([OH:33])[CH:20]([CH3:32])[C:21](=[O:31])[C:22]([CH3:29])([CH3:30])[CH:23]([OH:28])[CH2:24][C:25](=[O:27])[O:26]1)[O:38]3)[cH:10]2. Reactants: C, CC(C)(C)c1cccc([N+](=O)[O-])c1O, CCO, [Pd]. Yields the product CC(C)(C)c1cccc(N)c1O. RXN SMILES: [C:15].[C:1]([CH3:2])([CH3:3])([CH3:4])[c:5]1[c:6]([OH:14])[c:7]([N+:11]([O-:12])=[O:13])[cH:8][cH:9][cH:10]1.[CH3:17][CH2:18][OH:19].[Pd:16]>>[C:1]([CH3:2])([CH3:3])([CH3:4])[c:5]1[c:6]([OH:14])[c:7]([NH2:11])[cH:8][cH:9][cH:10]1. Reactants: [BH4-], CCO, COC(=O)c1ccccc1S(=O)(=O)C1CCCC1, [Li+], C1CCOC1. Product: O=S(=O)(c1ccccc1CO)C1CCCC1. As a reaction SMILES: [BH4-:19].[CH2:21]([OH:22])[CH3:23].[CH:1]1([S:6](=[O:7])(=[O:8])[c:9]2[c:10]([C:11](=[O:12])[O:13][CH3:14])[cH:15][cH:16][cH:17][cH:18]2)[CH2:2][CH2:3][CH2:4][CH2:5]1.[Li+:20].[O:24]1[CH2:25][CH2:26][CH2:27][CH2:28]1>>[CH:1]1([S:6](=[O:7])(=[O:8])[c:9]2[c:10]([CH2:11][OH:12])[cH:15][cH:16][cH:17][cH:18]2)[CH2:2][CH2:3][CH2:4][CH2:5]1.